Dataset: the Open Reaction Database (ORD), a public repository of structured organic reaction records. Task: describe an organic reaction: reactants, conditions, products, and yield Reactants: C(C)(C)N(C(C)C)CC (N,N-diisopropylethylamine), C(C)OC(=O)C=1C(=NC(=NC1C)SC)O (ethyl-4-hydroxy-6-methyl-2-(methylthio)pyrimidine-5-carboxylate), O=P(Cl)(Cl)Cl (POCl3), O (water). Run in C(Cl)Cl (DCM), C(=O)(O)[O-].[Na+] (NaHCO3). Reaction conditions: time 2 hour. Product: ClC1=NC(=NC(=C1C(=O)OCC)C)SC (Ethyl 4-chloro-6-methyl-2-(methylthio)pyrimidine-5-carboxylate). Yield: 96.0%. As a reaction SMILES: [CH2:1]([O:3][C:4]([C:6]1[C:7](O)=[N:8][C:9]([S:13][CH3:14])=[N:10][C:11]=1[CH3:12])=[O:5])[CH3:2].C(N(CC)C(C)C)(C)C.O.O=P(Cl)(Cl)[Cl:28]>C(Cl)Cl.C([O-])(O)=O.[Na+]>[Cl:28][C:7]1[C:6]([C:4]([O:3][CH2:1][CH3:2])=[O:5])=[C:11]([CH3:12])[N:10]=[C:9]([S:13][CH3:14])[N:8]=1 |f:5.6|. Procedure: A 100 mL round-bottomed flask was charged with ethyl-4-hydroxy-6-methyl-2-(methylthio)pyrimidine-5-carboxylate (6.49 g, 28.4 mmol) in 14 mL POCl3. To the solution was added N,N-diisopropylethylamine (1.2 mL), the reaction mixture was stirred at 80˜90° C. for 2 hours. The mixture was condensed under reduced pressure yielding the dark brown residue. To the residue was added iced water, then diluted with DCM, and saturated aqueous NaHCO3 solution. The separated organic layer was dried over MgSO4. T... The reactants are ClCCl, Cc1cc(=O)n(-c2cc(C(=O)OC(C)C)c(Cl)cc2F)c(=O)n1C, O=S(=O)(O)O. Yields the product Cc1cc(=O)n(-c2cc(C(=O)O)c(Cl)cc2F)c(=O)n1C. RXN SMILES: [CH2:30]([Cl:31])[Cl:32].[Cl:1][c:2]1[c:3]([C:4](=[O:5])[O:6][CH:7]([CH3:8])[CH3:9])[cH:10][c:11](-[n:15]2[c:16](=[O:24])[n:17]([CH3:23])[c:18]([CH3:22])[cH:19][c:20]2=[O:21])[c:12]([F:14])[cH:13]1.[S:25](=[O:26])(=[O:27])([OH:28])[OH:29]>>[Cl:1][c:2]1[c:3]([C:4](=[O:5])[OH:6])[cH:10][c:11](-[n:15]2[c:16](=[O:24])[n:17]([CH3:23])[c:18]([CH3:22])[cH:19][c:20]2=[O:21])[c:12]([F:14])[cH:13]1. Starting materials: CC(C)O, N, N#Cc1ccc(OCC2CO2)cc1. Product: N#Cc1ccc(OCC(O)CN)cc1. As a reaction SMILES: [CH:1]([OH:2])([CH3:3])[CH3:4].[NH3:18].[O:5]1[CH:6]([CH2:8][O:9][c:10]2[cH:11][cH:12][c:13]([C:14]#[N:15])[cH:16][cH:17]2)[CH2:7]1>>[OH:5][CH:6]([CH2:7][NH2:18])[CH2:8][O:9][c:10]1[cH:11][cH:12][c:13]([C:14]#[N:15])[cH:16][cH:17]1. Reactants: Cn1c2c(c3cc(C(N)=O)ccc31)C(=O)CCC2, CNC, CC(=O)O, Cl, N. Product: CN(C)CC1CCc2c(c3cc(C(N)=O)ccc3n2C)C1=O. RXN SMILES: [CH3:1][n:2]1[c:3]2[cH:4][cH:5][c:6]([C:16](=[O:17])[NH2:18])[cH:7][c:8]2[c:9]2[c:14]1[CH2:13][CH2:12][CH2:11][C:10]2=[O:15].[CH3:20][NH:21][CH3:22].[CH3:24][C:25](=[O:26])[OH:27].[ClH:19].[NH3:23]>>[CH3:1][n:2]1[c:3]2[cH:4][cH:5][c:6]([C:16](=[O:17])[NH2:18])[cH:7][c:8]2[c:9]2[c:14]1[CH2:13][CH2:12][CH:11]([CH2:24][N:21]([CH3:20])[CH3:22])[C:10]2=[O:15]. Starting materials: C1(=CC=C(C=C1)S(=O)(=O)O)C (p-toluenesulfonic acid), FC1=CC=C(N)C=C1 (p-fluoroaniline), C1(CCCCC1)=O (cyclohexanone). Solvent: C(C)O (ethanol). Run at time 1 hour. Product: FC=1C=C2C=3CCCCC3NC2=CC1 (6-fluoro-1,2,3,4-tetrahydrocarbazol). RXN SMILES: [F:1][C:2]1[CH:8]=[CH:7][C:5]([NH2:6])=[CH:4][CH:3]=1.[C:9]1(C)[CH:14]=[CH:13][C:12](S(O)(=O)=O)=[CH:11][CH:10]=1.C1(=O)CCCCC1>C(O)C>[F:1][C:2]1[CH:8]=[C:7]2[C:5](=[CH:4][CH:3]=1)[NH:6][C:10]1[CH2:11][CH2:12][CH2:13][CH2:14][C:9]2=1. Reported procedure: 12.6 g of p-fluoroaniline was dissolved in 100 ml of ethanol and a catalytic amount of p-toluenesulfonic acid was added thereto. 9.8 g of cyclohexanone was then added dropwise to the mixture at room temperature. After completion of the addition, the mixture was stirred at room temperature for one hour and concentrated under reduced pressure. Dilute sulfuric acid prepared from 190 ml of water and 20 ml of concentrated sulfuric acid was added to the residue and the mixture was heated at 110° C. fo... The reactants are [C@@H]1([C@H](O)[C@@H](O)[C@H](O)[C@H](O1)CO)OC1=NNC(=C1CC1=C(C=CC=C1)O)C(C)C (3-(β-D-glucopyranosyloxy)-4-(2-hydroxybenzyl)-5-isopropyl-1H-pyrazole), FC=1C=C(CBr)C=CC1 (3-fluorobenzyl bromide). Yields the product FC=1C=C(COC2=C(CC=3C(=NNC3C(C)C)O[C@H]3[C@H](O)[C@@H](O)[C@H](O)[C@H](O3)CO)C=CC=C2)C=CC1 (4-[2-(3-Fluorobenzyloxy)benzyl]-3-(β-D-glucopyranosyloxy)-5-isopropyl-1H-pyrazole). Reaction SMILES: [C@@H:1]1([O:12][C:13]2[C:17]([CH2:18][C:19]3[CH:24]=[CH:23][CH:22]=[CH:21][C:20]=3[OH:25])=[C:16]([CH:26]([CH3:28])[CH3:27])[NH:15][N:14]=2)[O:9][C@H:8]([CH2:10][OH:11])[C@@H:6]([OH:7])[C@H:4]([OH:5])[C@H:2]1[OH:3].[F:29][C:30]1[CH:31]=[C:32]([CH:35]=[CH:36][CH:37]=1)[CH2:33]Br>>[F:29][C:30]1[CH:31]=[C:32]([CH:35]=[CH:36][CH:37]=1)[CH2:33][O:25][C:20]1[CH:21]=[CH:22][CH:23]=[CH:24][C:19]=1[CH2:18][C:17]1[C:13]([O:12][C@@H:1]2[O:9][C@H:8]([CH2:10][OH:11])[C@@H:6]([OH:7])[C@H:4]([OH:5])[C@H:2]2[OH:3])=[N:14][NH:15][C:16]=1[CH:26]([CH3:28])[CH3:27]. Procedure details: The title compound was prepared in a similar manner to that described in Example 11 using 3-(β-D-glucopyranosyloxy)-4-(2-hydroxybenzyl)-5-isopropyl-1H-pyrazole instead of 3-(β-D-glucopyranosyloxy)-4-(2-hydroxybenzyl)-1-(2-hydroxyethyl)-5-trifluoromethyl-1H-pyrazole and using 3-fluorobenzyl bromide instead of benzyl bromide. The reactants are C(C)(=O)C1=C(C(=C(OCC(COC=2C(=C(C=CC2)NC(=O)C2=NN=NN2CC2=CC=C(C=C2)OC)C#N)O)C=C1)CCC)O (N-{3-[3-(4-acetyl-3-hydroxy-2-n-propylphenoxy)-2-hydroxypropoxy]-2-cyanophenyl}-1-(4-methoxybenzyl)tetrazole-5-carboxamide). Solvent: FC(C(=O)O)(F)F (trifluoroacetic acid), C1(=CC=CC=C1)OC (anisole). Yields the product C(C)(=O)C1=C(C(=C(OCC(COC=2C(=C(C=CC2)NC(=O)C2=NN=NN2)C#N)O)C=C1)CCC)O (N-{3-[3-(4-acetyl-3-hydroxy-2-n-propylphenoxy)-2-hydroxypropoxy]-2-cyanophenyl}-1H-tetrazole-5-carboxamide). Reaction SMILES: [C:1]([C:4]1[CH:40]=[CH:39][C:7]([O:8][CH2:9][CH:10]([OH:38])[CH2:11][O:12][C:13]2[C:14]([C:36]#[N:37])=[C:15]([NH:19][C:20]([C:22]3[N:26](CC4C=CC(OC)=CC=4)[N:25]=[N:24][N:23]=3)=[O:21])[CH:16]=[CH:17][CH:18]=2)=[C:6]([CH2:41][CH2:42][CH3:43])[C:5]=1[OH:44])(=[O:3])[CH3:2]>FC(F)(F)C(O)=O.C1(OC)C=CC=CC=1>[C:1]([C:4]1[CH:40]=[CH:39][C:7]([O:8][CH2:9][CH:10]([OH:38])[CH2:11][O:12][C:13]2[C:14]([C:36]#[N:37])=[C:15]([NH:19][C:20]([C:22]3[NH:26][N:25]=[N:24][N:23]=3)=[O:21])[CH:16]=[CH:17][CH:18]=2)=[C:6]([CH2:41][CH2:42][CH3:43])[C:5]=1[OH:44])(=[O:3])[CH3:2]. Procedure details: A solution of 7.1 g (11.8 mmol) of N-{3-[3-(4-acetyl-3-hydroxy-2-n-propylphenoxy)-2-hydroxypropoxy]-2-cyanophenyl}-1-(4-methoxybenzyl)tetrazole-5-carboxamide in 150 ml of trifluoroacetic acid and 15 ml of anisole is heated at reflux temperature for 30 minutes. The reaction mixture is concentrated under reduced pressure, about 200 ml of ether and 300 ml of petroleum ether are added to the residue, and the crystals are filtered off. The N-{3-[3-(4-acetyl-3-hydroxy-2-n-propylphenoxy)-2-hydroxypropo... The reactants are FC=1C=C(CBr)C=C(C1O[Si](C(C)C)(C(C)C)C(C)C)F (3,5-difluoro-4-triisopropylsilanyloxybenzyl bromide), Cl (hydrochloric acid), C(C=C)OC(=O)C(C(=O)OCC=C)CCCCC(=O)OCC (1-allyl 7-ethyl 2-allyloxycarbonylheptanedioate), [H-].[Na+] (sodium hydride). Run in CN(C)C=O (DMF), CN(C)C=O (DMF). Run at time 30 minute. The product is C(C=C)OC(=O)C(C(=O)OCC=C)(CCCCC(=O)OCC)CC1=CC(=C(C(=C1)F)O[Si](C(C)C)(C(C)C)C(C)C)F (1-Allyl 7-ethyl 2-allyloxycarbonyl-2-(3,5-difluoro-4-triisopropylsilanyloxybenzyl)heptanedioate). Reaction SMILES: [CH2:1]([O:4][C:5]([CH:7]([CH2:14][CH2:15][CH2:16][CH2:17][C:18]([O:20][CH2:21][CH3:22])=[O:19])[C:8]([O:10][CH2:11][CH:12]=[CH2:13])=[O:9])=[O:6])[CH:2]=[CH2:3].[H-].[Na+].[F:25][C:26]1[CH:27]=[C:28]([CH:31]=[C:32]([F:45])[C:33]=1[O:34][Si:35]([CH:42]([CH3:44])[CH3:43])([CH:39]([CH3:41])[CH3:40])[CH:36]([CH3:38])[CH3:37])[CH2:29]Br.Cl>CN(C=O)C>[CH2:1]([O:4][C:5]([C:7]([CH2:29][C:28]1[CH:27]=[C:26]([F:25])[C:33]([O:34][Si:35]([CH:39]([CH3:41])[CH3:40])([CH:42]([CH3:44])[CH3:43])[CH:36]([CH3:38])[CH3:37])=[C:32]([F:45])[CH:31]=1)([CH2:14][CH2:15][CH2:16][CH2:17][C:18]([O:20][CH2:21][CH3:22])=[O:19])[C:8]([O:10][CH2:11][CH:12]=[CH2:13])=[O:9])=[O:6])[CH:2]=[CH2:3] |f:1.2|. Reported procedure: 3.17 g (10.14 mmol) of 1-allyl 7-ethyl 2-allyloxycarbonylheptanedioate (Example 48A) are dissolved in 30 ml of DMF and, at 0° C., 0.45 g (11.15 mmol) of 60% sodium hydride is added in portions, and the mixture is stirred at RT for 30 minutes. After renewed cooling to 0° C., a solution of 5 g (13.18 mmol) of 3,5-difluoro-4-triisopropylsilanyloxybenzyl bromide in 20 ml of DMF is added dropwise, and the mixture is stirred while warming to room temperature overnight. The mixture is poured into ice, ... Starting materials: C1(CC1)N1C(=NC(=C1C(=O)N1CCC(CC1)N1CCCC1)C=1C=NC(=NC1)SC)C1=CC=C(C=C1)OC(F)(F)F ([3-Cyclopropyl-5-(2-methylsulfanyl-pyrimidin-5-yl)-2-(4-trifluoromethoxy-phenyl)-3H-imidazol-4-yl]-(4-pyrrolidin-1-yl-piperidin-1-yl)-methanone). The reagents and catalysts are [Ni] (nickel). Solvent: CCO (EtOH). Reaction conditions: time 15 minute. The product is C1(CC1)N1C(=NC(=C1C(=O)N1CCC(CC1)N1CCCC1)C=1C=NC=NC1)C1=CC=C(C=C1)OC(F)(F)F ([3-Cyclopropyl-5-pyrimidin-5-yl-2-(4-trifluoromethoxy-phenyl)-3H-imidazol-4-yl]-(4-pyrrolidin-1-yl-piperidin-1-yl)-methanone). The yield is 40.7%. RXN SMILES: [CH:1]1([N:4]2[C:8]([C:9]([N:11]3[CH2:16][CH2:15][CH:14]([N:17]4[CH2:21][CH2:20][CH2:19][CH2:18]4)[CH2:13][CH2:12]3)=[O:10])=[C:7]([C:22]3[CH:23]=[N:24][C:25](SC)=[N:26][CH:27]=3)[N:6]=[C:5]2[C:30]2[CH:35]=[CH:34][C:33]([O:36][C:37]([F:40])([F:39])[F:38])=[CH:32][CH:31]=2)[CH2:3][CH2:2]1>CCO.[Ni]>[CH:1]1([N:4]2[C:8]([C:9]([N:11]3[CH2:16][CH2:15][CH:14]([N:17]4[CH2:18][CH2:19][CH2:20][CH2:21]4)[CH2:13][CH2:12]3)=[O:10])=[C:7]([C:22]3[CH:23]=[N:24][CH:25]=[N:26][CH:27]=3)[N:6]=[C:5]2[C:30]2[CH:31]=[CH:32][C:33]([O:36][C:37]([F:38])([F:39])[F:40])=[CH:34][CH:35]=2)[CH2:3][CH2:2]1. Procedure details: To a solution of 0.08 g (0.14 mmol) of [3-cyclopropyl-5-(2-methylsulfanyl-pyrimidin-5-yl)-2-(4-trifluoromethoxy-phenyl)-3H-imidazol-4-yl]-(4-pyrrolidin-1-yl-piperidin-1-yl)-methanone (example 88) in 1 ml of EtOH was added a generous spatula of Rainey nickel. The mixture was stirred for 15 minutes after which time the reaction was filtered over Hyflo and concentrated. Purification by flash column chromatography [CH2Cl2/MeOH 8:2] afforded 0.03 g (38%) of the title compound as a colorless amorphous... Starting materials: [Bi+3], O=[N+]([O-])[O-], O=[N+]([O-])[O-], O=[N+]([O-])[O-], O, O, O, O, O, O, O=[N+]([O-])O. The product is [Bi+3], O=[N+]([O-])[O-], O=[N+]([O-])[O-], O=[N+]([O-])[O-]. Reaction SMILES: [Bi+3:14].[N+:10](=[O:11])([O-:12])[O-:13].[N+:15](=[O:16])([O-:17])[O-:18].[N+:19]([O-:20])([O-:21])=[O:22].[OH2:23].[OH2:5].[OH2:6].[OH2:7].[OH2:8].[OH2:9].[OH:1][N+:2]([O-:3])=[O:4]>>[Bi+3:14].[N+:10](=[O:11])([O-:12])[O-:13].[N+:15](=[O:16])([O-:17])[O-:18].[O:1]=[N+:2]([O-:3])[O-:4].